This data is from the Open Reaction Database (ORD), a public repository of structured organic reaction records. The task is: describe an organic reaction: reactants, conditions, products, and yield Starting materials: S(=O)(Cl)Cl (thionyl chloride), CO (methanol), CO (Methanol), NC(C(C)C)C(=O)O (DL-Valine). Run at time 20 minute. Yields the product Cl.COC(C(N)C(C)C)=O (DL-Valine methyl ester hydrochloride). As a reaction SMILES: S(Cl)([Cl:3])=O.[NH2:5][CH:6]([C:10]([OH:12])=[O:11])[CH:7]([CH3:9])[CH3:8].[CH3:13]O>>[ClH:3].[CH3:13][O:11][C:10](=[O:12])[CH:6]([CH:7]([CH3:9])[CH3:8])[NH2:5] |f:3.4|. Procedure: Methanol (50 ml) is cooled to −15° C., then thionyl chloride (21.2 g) is added dropwise to the methanol, and the solution is stirred for 20 minutes. DL-Valine is added to the solution, and the mixture is stirred overnight. The reaction mixture is concentrated under reduced pressure, and diethyl ether is added to the resulting residue to precipitate crystals. The precipitated crystals are filtered off to give the titled reference compound (8.68 g). Starting materials: [OH-].[Na+] (NaOH), O (water), CCOC(=O)[C@H](CCC=1C=CC=CC1)N[C@@H](C)C(=O)N2[C@H]3CCCC[C@@H]3C[C@H]2C(=O)O (Trandolapril), Cl (hydrochloric acid). The reagents and catalysts are [OH-].[Na+] (NaOH). The solvent is C(C)O (ethanol). Run at time 14 hour. Product: C[C@@H](C(=O)N1[C@H]2CCCC[C@@H]2C[C@H]1C(=O)O)N[C@@H](CCC=3C=CC=CC3)C(=O)O (Trandolaprilat), HClO4, [Cl-] (chloride). As a reaction SMILES: [OH-].[Na+].O.CC[O:6][C:7]([C@@H:9]([NH:18][C@H:19]([C:21]([N:23]1[C@H:31]([C:32]([OH:34])=[O:33])[CH2:30][C@@H:29]2[C@@H:24]1[CH2:25][CH2:26][CH2:27][CH2:28]2)=[O:22])[CH3:20])[CH2:10][CH2:11][C:12]1[CH:13]=[CH:14][CH:15]=[CH:16][CH:17]=1)=[O:8].[ClH:35]>[OH-].[Na+].C(O)C>[CH3:20][C@H:19]([NH:18][C@H:9]([C:7]([OH:8])=[O:6])[CH2:10][CH2:11][C:12]1[CH:13]=[CH:14][CH:15]=[CH:16][CH:17]=1)[C:21]([N:23]1[C@H:31]([C:32]([OH:34])=[O:33])[CH2:30][C@@H:29]2[C@@H:24]1[CH2:25][CH2:26][CH2:27][CH2:28]2)=[O:22].[Cl-:35] |f:0.1,5.6|. Reported procedure: A solution of NaOH (1.84 g, 43.48 mmol; assay=94.52%), water (45 ml), ethanol (45 ml, technical grade, contains ˜5% 2-propanol) and Trandolapril (9.0 g, 20.78 mmol; assay=99.4%) was stirred at an internal temperature ranging from about 20° C. to about 25° C. for 14 hours. After an in process control showed an almost complete saponification (by HPLC), the reaction mixture was concentrated in vacuo to an amount of 64.64 g One half of the concentrated reaction mixture was used and the pH was adjust... Reactants: C1(CCCCC1)C1N(CCC2=CC=CC=C12)C(CN)=O (2-(1-cyclohexyl-3,4-dihydroisoquinolin-2(1H)-yl)-2-oxoethanamine), C1(=CCCCC1)C=O (1-cyclohexene-1-carboaldehyde). The reagents and catalysts are CC([O-])C.CC([O-])C.CC([O-])C.CC([O-])C.[Ti+4] (titanium tetraisopropoxide). Solvent: C(Cl)Cl (methylene chloride). Reaction conditions: time 3 hour. The product is C1(=CCCCC1)CNCC(=O)N1C(C2=CC=CC=C2CC1)C1CCCCC1 (N-(cyclohexa-1-en-1-ylmethyl)-2-(1-cyclohexyl-3,4-dihydroisoquinolin-2(1H)-yl)-2-oxoethanamine). Yield: 62.6%. RXN SMILES: [CH:1]1([CH:7]2[C:16]3[C:11](=[CH:12][CH:13]=[CH:14][CH:15]=3)[CH2:10][CH2:9][N:8]2[C:17](=[O:20])[CH2:18][NH2:19])[CH2:6][CH2:5][CH2:4][CH2:3][CH2:2]1.[C:21]1([CH:27]=O)[CH2:26][CH2:25][CH2:24][CH2:23][CH:22]=1>C(Cl)Cl.CC(C)[O-].CC(C)[O-].CC(C)[O-].CC(C)[O-].[Ti+4]>[C:21]1([CH2:27][NH:19][CH2:18][C:17]([N:8]2[CH2:9][CH2:10][C:11]3[C:16](=[CH:15][CH:14]=[CH:13][CH:12]=3)[CH:7]2[CH:1]2[CH2:2][CH2:3][CH2:4][CH2:5][CH2:6]2)=[O:20])[CH2:26][CH2:25][CH2:24][CH2:23][CH:22]=1 |f:3.4.5.6.7|. Procedure: 2-(1-cyclohexyl-3,4-dihydroisoquinolin-2(1H)-yl)-2-oxoethanamine (695 mg) was dissolved in methylene chloride (12 mL), and titanium tetraisopropoxide (1.1 mL) and 1-cyclohexene-1-carboaldehyde (309 mg) were added thereto, followed by stirring at room temperature for 3 hours. Thereafter, the solvent was evaporated, and MeOH (15 mL) and then sodium cyanotrihydroborate (190 mg) were added to the mixture, followed by stirring for 14 hours. The solvent was evaporated, and water and EtOAc were added t... Starting materials: C(C)(=O)OC1=CC=C(C(=O)N2CCN(CC2)C(=O)OC(C)(C)C)C=C1 (tert-butyl 4-(4-acetoxybenzoyl)piperazine-1-carboxylate), C([O-])([O-])=O.[K+].[K+] (potassium carbonate). Run in CO (methanol). Run at time 8 hour. Product: OC1=CC=C(C(=O)N2CCN(CC2)C(=O)OC(C)(C)C)C=C1 (tert-butyl 4-(4-hydroxybenzoyl)piperazine-1-carboxylate). Yield: 91.6%. RXN SMILES: C([O:4][C:5]1[CH:25]=[CH:24][C:8]([C:9]([N:11]2[CH2:16][CH2:15][N:14]([C:17]([O:19][C:20]([CH3:23])([CH3:22])[CH3:21])=[O:18])[CH2:13][CH2:12]2)=[O:10])=[CH:7][CH:6]=1)(=O)C.C(=O)([O-])[O-].[K+].[K+]>CO>[OH:4][C:5]1[CH:6]=[CH:7][C:8]([C:9]([N:11]2[CH2:12][CH2:13][N:14]([C:17]([O:19][C:20]([CH3:21])([CH3:23])[CH3:22])=[O:18])[CH2:15][CH2:16]2)=[O:10])=[CH:24][CH:25]=1 |f:1.2.3|. Procedure details: A mixture of tert-butyl 4-(4-acetoxybenzoyl)piperazine-1-carboxylate (18.5 g, 53.1 mmol) prepared in Reference Example 195 and potassium carbonate (370 mg, 2.65 mmol) in methanol (200 ml) was stirred at room temperature overnight. The reaction mixture was concentrated under reduced pressure, 5% hydrochloric acid and methylene chloride were added to the residue, and the mixture was vigorously stirred. The resulting precipitates were collected by filtration, and washed with water and methylene chl... The reactants are BrC=1C=C(C(=O)O)C=CC1 (3-bromobenzoic acid), S(=O)(Cl)Cl (thionyl chloride). Solvent: C(Cl)(Cl)Cl (CHCl3). The product is BrC=1C=C(C(=O)Cl)C=CC1 (3-bromobenzoic acid chloride). RXN SMILES: [Br:1][C:2]1[CH:3]=[C:4]([CH:8]=[CH:9][CH:10]=1)[C:5](O)=[O:6].S(Cl)([Cl:13])=O>C(Cl)(Cl)Cl>[Br:1][C:2]1[CH:3]=[C:4]([CH:8]=[CH:9][CH:10]=1)[C:5]([Cl:13])=[O:6]. Procedure: To CHCl3 is added 3-bromobenzoic acid (100 g) and thionyl chloride (109 ml) and refluxed overnight. The remaining thionyl chloride is evaporated off to afford 3-bromobenzoic acid chloride. The reactants are C1(=CC=CC=C1)C1CC(CCCC1)=O (3-phenylcycloheptanone), Cl.CNCCC1=CC=CC=C1 (methylphenethylamine hydrochloride), C=O (formaldehyde). Product: Cl.CN(CCC1=CC=CC=C1)CC1C(CC(CCC1)C1=CC=CC=C1)=O (2-[(methylphenethylamino)-methyl]-6-phenyl-cycloheptanone hydrochloride). RXN SMILES: [C:1]1([CH:7]2[CH2:13][CH2:12][CH2:11][CH2:10][C:9](=[O:14])[CH2:8]2)[CH:6]=[CH:5][CH:4]=[CH:3][CH:2]=1.[ClH:15].[CH3:16][NH:17][CH2:18][CH2:19][C:20]1[CH:25]=[CH:24][CH:23]=[CH:22][CH:21]=1.[CH2:26]=O>>[ClH:15].[CH3:16][N:17]([CH2:26][CH:10]1[CH2:11][CH2:12][CH2:13][CH:7]([C:1]2[CH:6]=[CH:5][CH:4]=[CH:3][CH:2]=2)[CH2:8][C:9]1=[O:14])[CH2:18][CH2:19][C:20]1[CH:25]=[CH:24][CH:23]=[CH:22][CH:21]=1 |f:1.2,4.5|. Procedure details: A mixture of 2.77g of 3-phenylcycloheptanone, 2.52 g of methylphenethylamine hydrochloride and 1.23 ml of an aqueous formaldehyde solution (36%) were heated on a water bath for 2 hours under vigorous stirring and with the introduction of nitrogen. The mixture was then evaporated under vacuum, the residue was extracted 3 times with diethylether/n-hexane=1/1 and dried under vacuum. 5.4 g of the crude title compound were then obtained.